From a dataset of the Open Reaction Database (ORD), a public repository of structured organic reaction records. describe an organic reaction: reactants, conditions, products, and yield The reactants are NC=1C(=NC=CC1)NC1=C(C=CC=C1)C(=O)C1=CC=CC=C1 ([2-[(3-amino-2-pyridinyl)amino]phenyl]phenylmethanone), [H-].[Na+] (sodium hydride), Cl.CN(CCCCl)C (3-dimethylaminopropyl chloride hydrochloride). The solvent is CN(C=O)C (dimethylformamide). As a reaction SMILES: [H-].[Na+].[NH2:3][C:4]1[C:5]([NH:10][C:11]2[CH:16]=[CH:15][CH:14]=[CH:13][C:12]=2[C:17]([C:19]2[CH:24]=[CH:23][CH:22]=[CH:21][CH:20]=2)=[O:18])=[N:6][CH:7]=[CH:8][CH:9]=1.Cl.[CH3:26][N:27]([CH3:32])[CH2:28][CH2:29][CH2:30]Cl>CN(C)C=O>[CH3:26][N:27]([CH3:32])[CH2:28][CH2:29][CH2:30][N:10]([C:5]1[C:4]([NH2:3])=[CH:9][CH:8]=[CH:7][N:6]=1)[C:11]1[CH:16]=[CH:15][CH:14]=[CH:13][C:12]=1[C:17]([C:19]1[CH:20]=[CH:21][CH:22]=[CH:23][CH:24]=1)=[O:18] |f:0.1,3.4|. Procedure: To a stirred suspension of sodium hydride (in mineral oil) in anhydrous dimethylformamide, under nitrogen atmosphere was added, portionwise, [2-[(3-amino-2-pyridinyl)amino]phenyl]phenylmethanone. To the mixture was added 3-dimethylaminopropyl chloride hydrochloride to give a solution containing some of the title compound as indicated by chemical ionization mass spectrascopy analysis. With time, this cyclized spontaneously to the corresponding pyrido[2,3-b][1,4]benzodiazepine. The product is CN(CCCN(C1=C(C=CC=C1)C(=O)C1=CC=CC=C1)C1=NC=CC=C1N)C ([2-[[3-(Dimethylamino)propyl](3-amino-2-pyridinyl)amino]phenyl]phenylmethanone). The reactants are BrB(Br)Br, COc1ccc(-c2ccc(C=O)c3sccc23)cc1, ClCCl. Product: O=Cc1ccc(-c2ccc(O)cc2)c2ccsc12. RXN SMILES: [B:20]([Br:21])([Br:22])[Br:23].[CH3:1][O:2][c:3]1[cH:4][cH:5][c:6](-[c:9]2[cH:10][cH:11][c:12]([CH:18]=[O:19])[c:13]3[c:14]2[cH:15][cH:16][s:17]3)[cH:7][cH:8]1.[Cl:24][CH2:25][Cl:26]>>[OH:2][c:3]1[cH:4][cH:5][c:6](-[c:9]2[cH:10][cH:11][c:12]([CH:18]=[O:19])[c:13]3[c:14]2[cH:15][cH:16][s:17]3)[cH:7][cH:8]1. Reactants: [BH4-].[Na+] (sodium borohydride), C(C1=CC=CC=C1)(=O)C1=CC(=NC=C1)OC (4-benzoyl-2-methoxypyridine), CO (methanol). Solvent: O (water). Product: OC(C1=CC=CC=C1)C1=CC(=NC=C1)OC (4-(α-Hydroxybenzyl)-2-methoxypyridine). Yield: 79.3%. Reaction SMILES: [BH4-].[Na+].[C:3]([C:11]1[CH:16]=[CH:15][N:14]=[C:13]([O:17][CH3:18])[CH:12]=1)(=[O:10])[C:4]1[CH:9]=[CH:8][CH:7]=[CH:6][CH:5]=1.CO>O>[OH:10][CH:3]([C:11]1[CH:16]=[CH:15][N:14]=[C:13]([O:17][CH3:18])[CH:12]=1)[C:4]1[CH:5]=[CH:6][CH:7]=[CH:8][CH:9]=1 |f:0.1|. Procedure details: 9.4 g of sodium borohydride was added little by little to a mixture of 130 g of 4-benzoyl-2-methoxypyridine and 300 ml of methanol under stirring in an ice bath. After the dropwise addition was completed, the mixture was stirred at room temperature overnight. The reaction solution was added to 1 L of water and then extracted with ethyl acetate. The organic phase was washed with brine, dried over anhydrous magnesium sulfate and then the solvent was removed, to give 104 g of the target compound. Conditions: temperature 140 celsius. The product is C1(CCCC1)N1C(C(=CC2=C1N=C(N=C2)NC2=CC=C(C=N2)N2CCC(CC2)O)CC)=O (8-cyclopentyl-6-ethyl-2-(4-hydroxy-3,4,5,6-tetrahydro-2H-[1,3′]bipyridinyl-6′-ylamino)-8H-pyrido[2,3-d]pyrimidin-7-one). Procedure: 8-Cyclopentyl-6-ethyl-2-methanesulfonyl-8H-pyrido[2,3-d]pyrimidin-7-one (0.115 g, 0.47 mmol) and 6′-amino-3,4,5,6-tetrahydro-2H-[1,3′]bipyridinyl-4-ol (0.117 g, 0.61 mmol) were combined in dry xylenes and heated at 140° C. under nitrogen overnight. The crude reaction mixture then was allowed to cool and diluted with CH2Cl2. A precipitate was collected by filtration and dried in vacuo to give 8-cyclopentyl-6-ethyl-2-(4-hydroxy-3,4,5,6-tetrahydro-2H-[1,3′]bipyridinyl-6′-ylamino)-8H-pyrido[2,3-d]py... As a reaction SMILES: [CH:1]1([N:6]2[C:11]3[N:12]=[C:13](S(C)(=O)=O)[N:14]=[CH:15][C:10]=3[CH:9]=[C:8]([CH2:20][CH3:21])[C:7]2=[O:22])[CH2:5][CH2:4][CH2:3][CH2:2]1.[NH2:23][C:24]1[N:29]=[CH:28][C:27]([N:30]2[CH2:35][CH2:34][CH:33]([OH:36])[CH2:32][CH2:31]2)=[CH:26][CH:25]=1>C(Cl)Cl>[CH:1]1([N:6]2[C:11]3[N:12]=[C:13]([NH:23][C:24]4[N:29]=[CH:28][C:27]([N:30]5[CH2:35][CH2:34][CH:33]([OH:36])[CH2:32][CH2:31]5)=[CH:26][CH:25]=4)[N:14]=[CH:15][C:10]=3[CH:9]=[C:8]([CH2:20][CH3:21])[C:7]2=[O:22])[CH2:5][CH2:4][CH2:3][CH2:2]1. Run in C(Cl)Cl (CH2Cl2), xylenes. Reactants: C1(CCCC1)N1C(C(=CC2=C1N=C(N=C2)S(=O)(=O)C)CC)=O (8-Cyclopentyl-6-ethyl-2-methanesulfonyl-8H-pyrido[2,3-d]pyrimidin-7-one), NC1=CC=C(C=N1)N1CCC(CC1)O (6′-amino-3,4,5,6-tetrahydro-2H-[1,3′]bipyridinyl-4-ol). Isolated yield 7.3%. Product: COc1ccc(CC#N)c(OC)c1OC. Reactants: BrCc1ccccc1, COc1ccc(CBr)c(OC)c1OC, [C-]#N, [K+], CN(C)C=O, O. As a reaction SMILES: [Br:1][CH2:2][c:3]1[cH:4][cH:5][cH:6][cH:7][cH:8]1.[Br:9][CH2:10][c:11]1[c:12]([O:21][CH3:22])[c:13]([O:19][CH3:20])[c:14]([O:17][CH3:18])[cH:15][cH:16]1.[C-:23]#[N:24].[K+:25].[O:27]=[CH:28][N:29]([CH3:30])[CH3:31].[OH2:26]>>[CH2:10]([c:11]1[c:12]([O:21][CH3:22])[c:13]([O:19][CH3:20])[c:14]([O:17][CH3:18])[cH:15][cH:16]1)[C:23]#[N:24]. The reactants are CI (Methyliodide), C1(=CC=CC=C1)C(N1C=NCC(C1)C(=O)OC)(C1=CC=CC=C1)C1=CC=CC=C1 (1-triphenylmethyl-5-methoxycarbonyl-1,4,5,6-tetrahydropyrimidine). Solvent: C(Cl)(Cl)Cl (chloroform). Run at time 12 hour. The product is [I-].C[NH+]1CN(CC(C1)C(=O)OC)C(C1=CC=CC=C1)(C1=CC=CC=C1)C1=CC=CC=C1 (1-Methyl-3-triphenylmethyl-5-methoxycarbonyl-1,4,5,6-tetrahydropyrimidinium iodide). The yield is 124.6%. RXN SMILES: [CH3:1][I:2].[C:3]1([C:9]([C:26]2[CH:31]=[CH:30][CH:29]=[CH:28][CH:27]=2)([C:20]2[CH:25]=[CH:24][CH:23]=[CH:22][CH:21]=2)[N:10]2[CH2:15][CH:14]([C:16]([O:18][CH3:19])=[O:17])[CH2:13][N:12]=[CH:11]2)[CH:8]=[CH:7][CH:6]=[CH:5][CH:4]=1>C(Cl)(Cl)Cl>[I-:2].[CH3:1][NH+:12]1[CH2:13][CH:14]([C:16]([O:18][CH3:19])=[O:17])[CH2:15][N:10]([C:9]([C:3]2[CH:8]=[CH:7][CH:6]=[CH:5][CH:4]=2)([C:20]2[CH:21]=[CH:22][CH:23]=[CH:24][CH:25]=2)[C:26]2[CH:31]=[CH:30][CH:29]=[CH:28][CH:27]=2)[CH2:11]1 |f:3.4|. Reported procedure: Methyliodide (47 μl, 0.6 mmol) is added to a stirred solution of 1-triphenylmethyl-5-methoxycarbonyl-1,4,5,6-tetrahydropyrimidine (288 mg, 0.75 mmol) in chloroform (5 ml), in a round bottom flask with a septum, at room temperature. After 12 hours stirring the solvents are evaporated in vacuo giving 395 mg (100%) white crystals identified by 300 MHz nmr. Starting materials: CC(=O)OC(C)=O, CSc1ncc(C#N)c(N)n1, c1ccncc1. The product is CSc1ncc(C#N)c(NC(C)=O)n1. Reaction SMILES: [CH3:12][C:13](=[O:14])[O:15][C:16]([CH3:17])=[O:18].[NH2:1][c:2]1[n:3][c:4]([S:10][CH3:11])[n:5][cH:6][c:7]1[C:8]#[N:9].[cH:19]1[cH:20][cH:21][n:22][cH:23][cH:24]1>>[NH:1]([c:2]1[n:3][c:4]([S:10][CH3:11])[n:5][cH:6][c:7]1[C:8]#[N:9])[C:13]([CH3:12])=[O:14]. Run at temperature 30 celsius, time 8 hour. Solvent: O (water). As a reaction SMILES: [CH:1](=[O:7])[CH2:2][CH2:3][CH2:4][CH2:5][CH3:6].[CH2:8](Cl)[CH:9]=[CH2:10].O.O.[Sn](Cl)Cl>[Cu].O>[OH:7][CH:1]([CH2:2][CH2:3][CH2:4][CH2:5][CH3:6])[CH2:10][CH:9]=[CH2:8] |f:2.3.4|. The reactants are C(CCCCC)=O (hexanal), C(C=C)Cl (allyl chloride), O.O.[Sn](Cl)Cl (tin(II) chloride dihydrate). Procedure: 3500 ml water, 200 g hexanal (2 mol) and 305 g allyl chloride (4 mol), 900 g tin(II) chloride dihydrate (2 mol) and 25 g copper powder (0.4 mol) was added into a 61 flask. The reaction mixture was stirred at ca. 30° C. for 8 h. The organic phase was separated by decantation or centrifugation and the crude raw product distilled in vacuo to give 4-hydroxy-1-nonene. MS: m/z 141 (M-1), 101 (M-C3H5), 124 (M-18), 83 (101-18), 55 (83-C2H4). The reagents and catalysts are [Cu] (copper). The product is OC(CC=C)CCCCC (4-hydroxy-1-nonene). Starting materials: ClC1=C2C=C(N(C2=CC=C1)C1=CC(=CC=C1)F)C(C)=O (1-[4-chloro-1-(3-fluorophenyl)-1H-indol-2-yl]ethanone), C(C)(=O)[O-].[NH4+] (ammonium acetate), C(#N)[BH3-].[Na+] (sodium cyanoborohydride), resultant mixture. Solvent: CO (methanol), C(C)#N (acetonitrile). Run at temperature 65 celsius. Product: ClC1=C2C=C(N(C2=CC=C1)C1=CC(=CC=C1)F)C(C)N (1-[4-Chloro-1-(3-fluorophenyl)-1H-indol-2-yl]ethanamine). The yield is 84.7%. RXN SMILES: [Cl:1][C:2]1[CH:10]=[CH:9][CH:8]=[C:7]2[C:3]=1[CH:4]=[C:5]([C:18](=O)[CH3:19])[N:6]2[C:11]1[CH:16]=[CH:15][CH:14]=[C:13]([F:17])[CH:12]=1.C([O-])(=O)C.[NH4+].C([BH3-])#[N:27].[Na+]>CO.C(#N)C>[Cl:1][C:2]1[CH:10]=[CH:9][CH:8]=[C:7]2[C:3]=1[CH:4]=[C:5]([CH:18]([NH2:27])[CH3:19])[N:6]2[C:11]1[CH:16]=[CH:15][CH:14]=[C:13]([F:17])[CH:12]=1 |f:1.2,3.4|. Procedure details: A mixture of 1-[4-chloro-1-(3-fluorophenyl)-1H-indol-2-yl]ethanone (0.13 g, 0.45 mmol) and ammonium acetate (0.348 g, 4.52 mmol) in methanol (2.0 mL) and acetonitrile (2.0 mL) was heated at 65° C. in a sealed tube for 30 minutes. After cooling to room temperature, to the resultant mixture was added sodium cyanoborohydride (57 mg, 0.91 mmol). The reaction was heated at 65° C. for another 4 hours. After cooling to room temperature, the reaction was quenched with aqueous saturated NaHCO3 solution a... Starting materials: [Br-], C1CCC2=NCCCN2CC1, COC(=O)Cc1ccccc1, CCO, [Li+]. The product is CCOC(=O)Cc1ccccc1. As a reaction SMILES: [Br-:12].[CH2:14]1[CH2:15][CH2:16][C:17]2=[N:22][CH2:21][CH2:20][CH2:19][N:18]2[CH2:23][CH2:24]1.[CH3:1][O:2][C:3]([CH2:4][c:5]1[cH:6][cH:7][cH:8][cH:9][cH:10]1)=[O:11].[CH3:25][CH2:26][OH:27].[Li+:13]>>[CH2:1]([O:2][C:3]([CH2:4][c:5]1[cH:6][cH:7][cH:8][cH:9][cH:10]1)=[O:11])[CH3:14].